This data is from the Open Reaction Database (ORD), a public repository of structured organic reaction records. The task is: describe an organic reaction: reactants, conditions, products, and yield Reactants: C([O-])(O)=O.[Na+] (sodium bicarbonate), COC1=C(C=CC=C1)C1=CN(C2=NC=C(C=C21)C2=CC(=NC=C2)C(C(=O)N(C)C)=O)S(=O)(=O)C2=CC=C(C=C2)C (2-{4-[3-(2-Methoxy-phenyl)-1-(toluene-4-sulfonyl)-1H-pyrrolo[2,3-b]pyridin-5-yl]-pyridin-2-yl}-N,N-dimethyl-2-oxo-acetamide), 1,1′-bis(diphenylphosphino)ferrocenepalladium(II)-dichloride dichloromethane, COC1=C(C=CC=C1)C1=CN(C2=NC=C(C=C21)B2OC(C(O2)(C)C)(C)C)S(=O)(=O)C2=CC=C(C=C2)C (3-(2-methoxy-phenyl)-5-(4,4,5,5-tetramethyl-[1,3,2]dioxaborolan-2-yl)-1-(toluene-4-sulfonyl)-1H-pyrrolo[2,3-b]pyridine), BrC1=CC(=NC=C1)C(C(=O)N(C)C)C#N (2-(4-bromo-pyridin-2-yl)-2-cyano-N,N-dimethyl-acetamide). The solvent is C1(=CC=CC=C1)C (toluene), C(C)#N (acetonitrile). Reaction conditions: temperature 80 celsius. The product is C(#N)C(C(=O)N(C)C)C1=NC=CC(=C1)C=1C=C2C(=NC1)N(C=C2C2=C(C=CC=C2)OC)S(=O)(=O)C2=CC=C(C=C2)C (2-cyano-2-{4-[3-(2-methoxy-phenyl)-1-(toluene-4-sulfonyl)-1H-pyrrolo[2,3-b]pyridin-5-yl]-pyridin-2-yl}-N,N-dimethyl-acetamide). As a reaction SMILES: [CH3:1][O:2][C:3]1[CH:8]=[CH:7][CH:6]=[CH:5][C:4]=1[C:9]1[C:17]2[C:12](=[N:13][CH:14]=[C:15]([C:18]3[CH:23]=[CH:22][N:21]=[C:20]([C:24](=O)[C:25]([N:27]([CH3:29])[CH3:28])=[O:26])[CH:19]=3)[CH:16]=2)[N:11]([S:31]([C:34]2[CH:39]=[CH:38][C:37]([CH3:40])=[CH:36][CH:35]=2)(=[O:33])=[O:32])[CH:10]=1.COC1C=CC=CC=1C1C2C(=NC=C(B3OC(C)(C)C(C)(C)O3)C=2)[N:51](S(C2C=CC(C)=CC=2)(=O)=O)[CH:50]=1.BrC1C=CN=C(C(C#N)C(N(C)C)=O)C=1.C(=O)(O)[O-].[Na+]>C(#N)C.C1(C)C=CC=CC=1>[C:50]([CH:24]([C:20]1[CH:19]=[C:18]([C:15]2[CH:16]=[C:17]3[C:9]([C:4]4[CH:5]=[CH:6][CH:7]=[CH:8][C:3]=4[O:2][CH3:1])=[CH:10][N:11]([S:31]([C:34]4[CH:39]=[CH:38][C:37]([CH3:40])=[CH:36][CH:35]=4)(=[O:32])=[O:33])[C:12]3=[N:13][CH:14]=2)[CH:23]=[CH:22][N:21]=1)[C:25]([N:27]([CH3:28])[CH3:29])=[O:26])#[N:51] |f:3.4|. Reported procedure: 2-{4-[3-(2-Methoxy-phenyl)-1-(toluene-4-sulfonyl)-1H-pyrrolo[2,3-b]pyridin-5-yl]-pyridin-2-yl}-N,N-dimethyl-2-oxo-acetamide was 3-(2-methoxy-phenyl)-5-(4,4,5,5-tetramethyl-[1,3,2]dioxaborolan-2-yl)-1-(toluene-4-sulfonyl)-1H-pyrrolo[2,3-b]pyridine (493 mg, 0.977 mmol), 2-(4-bromo-pyridin-2-yl)-2-cyano-N,N-dimethyl-acetamide (80%, 391 mg, 1.46 mmol) and 1,1′-bis(diphenylphosphino)ferrocenepalladium(II)-dichloride dichloromethane adduct (39.8 mg, 0.048 mmol) were combined in a vial under nitrogen a... Reactants: C(C(=C)C)(=O)OCC1=CC=CC=C1 (benzyl methacrylate), C(C(=C)C)(=O)OCCOCCCC (2-butoxyethyl methacrylate), Monomer, CCCCCCCCC(C)C (Isopar H), SCCC(=O)OC (methyl 3-mercaptopropionate), N(=NC(C#N)(C)C)C(C#N)(C)C (2,2'-azobis-(isobutyronitrile)), nylon, 200, N(=NC(C#N)(C)C1CC1)C(C#N)(C)C1CC1 (2,2'-azobis-(2-cyclopropylpropionitrile)). Conditions: temperature 50 celsius, time 2 hour. Yields the product CCC(C)CCC(C)(CC)O (AR-1). Reaction SMILES: [CH3:1]CCCCCCCC(C)C.C(O[CH2:18][C:19]1[CH:24]=[CH:23]C=[CH:21][CH:20]=1)(=O)C(C)=C.C(OCCOCCCC)(=O)C(C)=C.S[CH2:39][CH2:40][C:41]([O:43]C)=O.N(C(C1CC1)(C)C#N)=NC(C1CC1)(C)C#N.N(C(C)(C)C#N)=NC(C)(C)C#N>>[CH3:21][CH2:20][CH:19]([CH2:24][CH2:23][C:41]([OH:43])([CH2:40][CH3:39])[CH3:1])[CH3:18]. Procedure details: A mixed solution of 16 g of Dispersion Stabilizing Resin (Q-1) having the structure shown below and 550 g of Isopar H was heated to a temperature of 50° C. under nitrogen gas stream while stirring. To the solution was dropwise added a mixed solution of 50 g of benzyl methacrylate, 40 g of 2-butoxyethyl methacrylate, 10 g Monomer (a-1) having the structure shown below, 2.6 g of methyl 3-mercaptopropionate and 1.2 g of 2,2'-azobis-(2-cyclopropylpropionitrile) (abbreviated as ACPP) over a period of... The reactants are O (water), S(=O)(Cl)Cl (thionyl chloride), C(C)OC1=CC=C(C=C1)C=1C=CC2=C(C=C(CCO2)C(=O)NC2=C(C=C(C=C2)O)C)C1 (7-(4-ethoxyphenyl)-N-(4-hydroxy-methylphenyl)-2,3-dihydro-1-benzoxepine-4-carboxamide), C(Cl)(Cl)Cl (chloroform). Reagents/catalysts: N1=CC=CC=C1 (pyridine). Solvent: C(C)(=O)OCC (ethyl acetate), C1CCOC1 (THF). Conditions: time 20 hour. Yields the product ClCC1=CC=C(C=C1)NC(=O)C=1CCOC2=C(C1)C=C(C=C2)C2=CC=C(C=C2)OCC (N-(4-chloromethylphenyl)-7-(4-ethoxyphenyl)-2,3-dihydro-1-benzoxepine-4-carboxamide). Reaction SMILES: [CH2:1]([O:3][C:4]1[CH:9]=[CH:8][C:7]([C:10]2[CH:11]=[CH:12][C:13]3[O:19][CH2:18][CH2:17][C:16]([C:20]([NH:22][C:23]4[CH:28]=[CH:27][C:26](O)=[CH:25][C:24]=4C)=[O:21])=[CH:15][C:14]=3[CH:31]=2)=[CH:6][CH:5]=1)[CH3:2].S(Cl)(Cl)=O.O.[CH:37](Cl)(Cl)[Cl:38]>N1C=CC=CC=1.C1COCC1.C(OCC)(=O)C>[Cl:38][CH2:37][C:26]1[CH:27]=[CH:28][C:23]([NH:22][C:20]([C:16]2[CH2:17][CH2:18][O:19][C:13]3[CH:12]=[CH:11][C:10]([C:7]4[CH:6]=[CH:5][C:4]([O:3][CH2:1][CH3:2])=[CH:9][CH:8]=4)=[CH:31][C:14]=3[CH:15]=2)=[O:21])=[CH:24][CH:25]=1. Reported procedure: To a suspension of 7-(4-ethoxyphenyl)-N-(4-hydroxy-methylphenyl)-2,3-dihydro-1-benzoxepine-4-carboxamide (2.55 g) and pyridine (2 drops) in chloroform (50 ml) was added thionyl chloride (0.8 ml) at room temperature, and the mixture was stirred for 20 hours. To the reaction mixture was added water and then THF, and the mixture was extracted with ethyl acetate. The organic layer was washed with saturated sodium chloride solution, dried with magnesium sulfate and concentrated under reduced pressure... The reactants are CCN(C(C)C)C(C)C, FC(F)(F)c1nnc2ccc(Cl)nn12, CN(C)C=O, OC1CCNCC1. Product: OC1CCN(c2ccc3nnc(C(F)(F)F)n3n2)CC1. RXN SMILES: [CH:22]([N:23]([CH2:24][CH3:25])[CH:26]([CH3:27])[CH3:28])([CH3:29])[CH3:30].[Cl:8][c:9]1[cH:10][cH:11][c:12]2[n:13]([n:14]1)[c:15]([C:18]([F:19])([F:20])[F:21])[n:16][n:17]2.[O:31]=[CH:32][N:33]([CH3:34])[CH3:35].[OH:1][CH:2]1[CH2:3][CH2:4][NH:5][CH2:6][CH2:7]1>>[OH:1][CH:2]1[CH2:3][CH2:4][N:5]([c:9]2[cH:10][cH:11][c:12]3[n:13]([n:14]2)[c:15]([C:18]([F:19])([F:20])[F:21])[n:16][n:17]3)[CH2:6][CH2:7]1.